Dataset: the Open Reaction Database (ORD), a public repository of structured organic reaction records. Task: describe an organic reaction: reactants, conditions, products, and yield The reactants are CN(C)C=O, O=[N+]([O-])c1cc2nc(O)c(O)nc2c2c1CCCC2. Product: Nc1cc2nc(O)c(O)nc2c2c1CCCC2. As a reaction SMILES: [CH3:20][N:21]([CH3:22])[CH:23]=[O:24].[OH:1][c:2]1[c:3]([OH:19])[n:4][c:5]2[cH:6][c:7]([N+:16]([O-:17])=[O:18])[c:8]3[c:9]([c:10]2[n:11]1)[CH2:12][CH2:13][CH2:14][CH2:15]3>>[OH:1][c:2]1[c:3]([OH:19])[n:4][c:5]2[cH:6][c:7]([NH2:16])[c:8]3[c:9]([c:10]2[n:11]1)[CH2:12][CH2:13][CH2:14][CH2:15]3. Starting materials: CO (MeOH), aqueous solution, [OH-].[Na+] (NaOH), COC(C1=CC(=CC=C1)CC=1SC(=NN1)C1=CC=C(C=C1)C#N)=O (3-[5-(4-cyano-phenyl)-[1,3,4]thiadiazol-2-ylmethyl]-benzoic acid methyl ester), solution, Cl (HCl). The solvent is C1CCOC1 (THF), O (H2O), O (H2O). Reaction conditions: temperature 60 celsius, time 3 hour. Yields the product C(#N)C1=CC=C(C=C1)C1=NN=C(S1)CC=1C=C(C(=O)O)C=CC1 (3-[5-(4-cyano-phenyl)-[1,3,4]thiadiazol-2-ylmethyl]-benzoic acid). Yield: 89.9%. RXN SMILES: C[O:2][C:3](=[O:24])[C:4]1[CH:9]=[CH:8][CH:7]=[C:6]([CH2:10][C:11]2[S:12][C:13]([C:16]3[CH:21]=[CH:20][C:19]([C:22]#[N:23])=[CH:18][CH:17]=3)=[N:14][N:15]=2)[CH:5]=1.CO.[OH-].[Na+].Cl>O.C1COCC1>[C:22]([C:19]1[CH:18]=[CH:17][C:16]([C:13]2[S:12][C:11]([CH2:10][C:6]3[CH:5]=[C:4]([CH:9]=[CH:8][CH:7]=3)[C:3]([OH:24])=[O:2])=[N:15][N:14]=2)=[CH:21][CH:20]=1)#[N:23] |f:2.3|. Procedure details: Suspend 3-[5-(4-cyano-phenyl)-[1,3,4]thiadiazol-2-ylmethyl]-benzoic acid methyl ester (0.15 g, 0.45 mmol) in 10 mL of a 1:1 mixture of H2O:MeOH, add 10% aqueous solution of NaOH (0.48 mL, 1.20 mmol) and heat to 60° C. After stifling for 3 h add 5 mL of THF to the reaction mixture causing all of the solids to go into solution. Heat the mixture at 60° C. for an additional 2 h then cool to room temperature. Adjust the pH to slightly acidic by the addition of a 2N solution of HCl. Dilute the mixture... Reactants: O=C([O-])[O-], CI, CC(C)=O, CS(=O)(=O)Nc1ccc(N2CCCC3(CCN(C4CCC(O)CC4)C3=O)C2)c(F)c1, [K+], [K+]. The product is CN(c1ccc(N2CCCC3(CCN(C4CCC(O)CC4)C3=O)C2)c(F)c1)S(C)(=O)=O. Reaction SMILES: [C:33](=[O:34])([O-:35])[O-:36].[CH3:31][I:32].[CH3:39][C:40](=[O:41])[CH3:42].[F:1][c:2]1[cH:3][c:4]([NH:26][S:27](=[O:28])(=[O:29])[CH3:30])[cH:5][cH:6][c:7]1[N:8]1[CH2:9][C:10]2([CH2:11][CH2:12][N:13]([CH:16]3[CH2:17][CH2:18][CH:19]([OH:22])[CH2:20][CH2:21]3)[C:14]2=[O:15])[CH2:23][CH2:24][CH2:25]1.[K+:37].[K+:38]>>[F:1][c:2]1[cH:3][c:4]([N:26]([S:27](=[O:28])(=[O:29])[CH3:30])[CH3:33])[cH:5][cH:6][c:7]1[N:8]1[CH2:9][C:10]2([CH2:11][CH2:12][N:13]([CH:16]3[CH2:17][CH2:18][CH:19]([OH:22])[CH2:20][CH2:21]3)[C:14]2=[O:15])[CH2:23][CH2:24][CH2:25]1. The reactants are C(C)(=O)O[BH-](OC(C)=O)OC(C)=O.[Na+] (Sodium triacetoxyborohydride), CN1N=CC(=C1)C1=CC2=C(N(C=N2)C2=CC(=C(S2)C(=O)N)OC(C)C2=CC(=CC=C2)OC2CCNCC2)C=C1 ((+/−)-5-[5-(1-Methyl-1H-pyrazol-4-yl)-1H-benzimidazol-1-yl]-3-({1-[3-(4-piperidinyloxy)phenyl]ethyl}oxy)-2-thiophenecarboxamide), C(C)(=O)O (Acetic acid), C=O (formaldehyde), [OH-].[Na+] (NaOH). The solvent is C(Cl)Cl (DCM), CO (MeOH). Run at time 1.5 hour. Product: CN1CCC(CC1)OC=1C=C(C=CC1)C(C)OC1=C(SC(=C1)N1C=NC2=C1C=CC(=C2)C=2C=NN(C2)C)C(=O)N ((+/−)-3-[(1-{3-[(1-methyl-4-piperidinyl)oxy]phenyl}ethyl)oxy]-5-[5-(1-methyl-1H-pyrazol-4-yl)-1H -benzimidazol-1-yl]-2-thiophenecarboxamide). Isolated yield 89.4%. As a reaction SMILES: [CH3:1][N:2]1[CH:6]=[C:5]([C:7]2[CH:39]=[CH:38][C:10]3[N:11]([C:14]4[S:18][C:17]([C:19]([NH2:21])=[O:20])=[C:16]([O:22][CH:23]([C:25]5[CH:30]=[CH:29][CH:28]=[C:27]([O:31][CH:32]6[CH2:37][CH2:36][NH:35][CH2:34][CH2:33]6)[CH:26]=5)[CH3:24])[CH:15]=4)[CH:12]=[N:13][C:9]=3[CH:8]=2)[CH:4]=[N:3]1.[C:40](O)(=O)C.C=O.C(O[BH-](OC(=O)C)OC(=O)C)(=O)C.[Na+].[OH-].[Na+]>C(Cl)Cl.CO>[CH3:40][N:35]1[CH2:34][CH2:33][CH:32]([O:31][C:27]2[CH:26]=[C:25]([CH:23]([O:22][C:16]3[CH:15]=[C:14]([N:11]4[C:10]5[CH:38]=[CH:39][C:7]([C:5]6[CH:4]=[N:3][N:2]([CH3:1])[CH:6]=6)=[CH:8][C:9]=5[N:13]=[CH:12]4)[S:18][C:17]=3[C:19]([NH2:21])=[O:20])[CH3:24])[CH:30]=[CH:29][CH:28]=2)[CH2:37][CH2:36]1 |f:3.4,5.6|. Procedure: (+/−)-5-[5-(1-Methyl-1H-pyrazol-4-yl)-1H-benzimidazol-1-yl]-3-({1-[3-(4-piperidinyloxy)phenyl]ethyl}oxy)-2-thiophenecarboxamide (0.108 g, 0.199 mmol) was dissolved in 9 mL of DCM and 4.5 mL of MeOH with stirring. Acetic acid solution (0.24 mL, 1.0M in DCM, 0.24 mmol) and formaldehyde solution (0.030 mL, 37% in water, 0.40 mmol) were added. Sodium triacetoxyborohydride (0.0633 g, 0.299 mmol) was added in a single portion. The reaction was stirred for 1.5 h and poured into 1N aqueous NaOH solution...